Dataset: the Open Reaction Database (ORD), a public repository of structured organic reaction records. Task: describe an organic reaction: reactants, conditions, products, and yield Starting materials: FC(OC1=C(C(=NC2=C(C=CC(=C12)OCC(=O)OC)F)CC)CC1=CC=C(C=C1)B(O)O)F ((4-{[4-difluoromethoxy-2-ethyl-8-fluoro-5-(2-methoxy-2-oxoethoxy)quinolin-3-yl]methyl}phenyl)boronic acid), BrC=1C=NOC1C1CC1 (4-bromo-5-cyclopropylisoxazole), C(O)([O-])=O.[Na+] (sodium hydrogen carbonate), Cl (hydrochloric acid). The reagents and catalysts are C1=CC=C(C=C1)P([C-]2C=CC=C2)C3=CC=CC=C3.C1=CC=C(C=C1)P([C-]2C=CC=C2)C3=CC=CC=C3.Cl[Pd]Cl.[Fe+2] ([1,1′-bis(diphenylphosphino)ferrocene]dichloropalladium). Solvent: O (water), COCCOC (1,2-dimethoxyethane), O (water). Conditions: temperature 85 celsius. The product is COC(COC1=C2C(=C(C(=NC2=C(C=C1)F)CC)CC1=CC=C(C=C1)C=1C=NOC1C1CC1)OC(F)F)=O ({3-[4-(5-cyclopropylisoxazol-4-yl)benzyl]-4-difluoromethoxy-2-ethyl-8-fluoroquinolin-5-yloxy}acetic acid methyl ester). The yield is 17.6%. Reaction SMILES: [F:1][CH:2]([F:33])[O:3][C:4]1[C:13]2[C:8](=[C:9]([F:20])[CH:10]=[CH:11][C:12]=2[O:14][CH2:15][C:16]([O:18][CH3:19])=[O:17])[N:7]=[C:6]([CH2:21][CH3:22])[C:5]=1[CH2:23][C:24]1[CH:29]=[CH:28][C:27](B(O)O)=[CH:26][CH:25]=1.Br[C:35]1[CH:36]=[N:37][O:38][C:39]=1[CH:40]1[CH2:42][CH2:41]1.C(=O)([O-])O.[Na+].Cl>O.C1C=CC(P(C2C=CC=CC=2)[C-]2C=CC=C2)=CC=1.C1C=CC(P(C2C=CC=CC=2)[C-]2C=CC=C2)=CC=1.Cl[Pd]Cl.[Fe+2].COCCOC>[CH3:19][O:18][C:16](=[O:17])[CH2:15][O:14][C:12]1[CH:11]=[CH:10][C:9]([F:20])=[C:8]2[C:13]=1[C:4]([O:3][CH:2]([F:33])[F:1])=[C:5]([CH2:23][C:24]1[CH:29]=[CH:28][C:27]([C:35]3[CH:36]=[N:37][O:38][C:39]=3[CH:40]3[CH2:42][CH2:41]3)=[CH:26][CH:25]=1)[C:6]([CH2:21][CH3:22])=[N:7]2 |f:2.3,6.7.8.9|. Procedure: A mixture of (4-{[4-difluoromethoxy-2-ethyl-8-fluoro-5-(2-methoxy-2-oxoethoxy)quinolin-3-yl]methyl}phenyl)boronic acid (0.15 g), 4-bromo-5-cyclopropylisoxazole (0.24 g), [1,1′-bis(diphenylphosphino)ferrocene]dichloropalladium (0.027 g), sodium hydrogen carbonate (0.082 g), 1,2-dimethoxyethane (1.0 mL) and water (0.4 mL) was heated at 85° C. for 2 hours. The mixture was cooled to room temperature, diluted with water (5 mL), neutralised by the addition of 1.0 M aqueous hydrochloric acid solution (... Reactants: B (Borane), C(C)[C@@H]1CC[C@H](CC1)C(=O)O (trans-4-ethylcyclohexanecarboxylic acid). Run in C1CCOC1 (THF), C1CCOC1 (THF). Run at time 12 hour. Yields the product C(C)[C@@H]1CC[C@H](CC1)CO ((trans-4-ethylcyclohexyl)methanol). As a reaction SMILES: B.[CH2:2]([C@H:4]1[CH2:9][CH2:8][C@H:7]([C:10](O)=[O:11])[CH2:6][CH2:5]1)[CH3:3]>C1COCC1>[CH2:2]([C@H:4]1[CH2:9][CH2:8][C@H:7]([CH2:10][OH:11])[CH2:6][CH2:5]1)[CH3:3]. Procedure details: Borane in THF (1 M, 64.1 mL, 64.1 mmol) was added dropwise to trans-4-ethylcyclohexanecarboxylic acid (10.0 g, 64.1 mmol) in dry THF (100 mL) at −60° C. under a nitrogen atmosphere. The reaction was allowed to warm to room temperature and stirred for 12 h. The reaction was quenched with saturated ammonium chloride solution at 0° C., diluted with water (200 mL) and extracted with ethyl acetate (3×100 mL). The organic layer was washed with water (2×200 mL) and brine (100 mL), dried over anhydrous ... The reactants are O=C([O-])O, CCI, CCNC(=O)C1CC(SCc2ccc(OC)cc2)CN1, CN(C)C=O, [Cl-], [Na+], [Na+]. Product: CCNC(=O)C1CC(SCc2ccc(OC)cc2)CN1CC. RXN SMILES: [C:4](=[O:5])([OH:6])[O-:7].[CH2:1]([CH3:2])[I:3].[CH2:9]([CH3:10])[NH:11][C:12](=[O:13])[CH:14]1[NH:15][CH2:16][CH:17]([S:19][CH2:20][c:21]2[cH:22][cH:23][c:24]([O:27][CH3:28])[cH:25][cH:26]2)[CH2:18]1.[CH3:31][N:32]([CH3:33])[CH:34]=[O:35].[Cl-:30].[Na+:29].[Na+:8]>>[CH2:1]([CH3:2])[N:15]1[CH:14]([C:12]([NH:11][CH2:9][CH3:10])=[O:13])[CH2:18][CH:17]([S:19][CH2:20][c:21]2[cH:22][cH:23][c:24]([O:27][CH3:28])[cH:25][cH:26]2)[CH2:16]1.